From a dataset of the Open Reaction Database (ORD), a public repository of structured organic reaction records. describe an organic reaction: reactants, conditions, products, and yield The reactants are COC=1C=C(C=C(C1OC)OC)C(C)=O (3',4',5'-trimethoxyacetophenone), [N+](=O)([O-])C=1C=CC=C2C(=CNC12)C=O (7-nitroindole-3-carboxaldehyde). Product: [N+](=O)([O-])C=1C=CC=C2C(=CNC12)/C=C/C(=O)C1=CC(=C(C(=C1)OC)OC)OC ((E)-3-(7-Nitroindol-3-yl)-1-(3,4,5-trimethoxyphenyl)-2-propen-1-one). Isolated yield 44.2%. RXN SMILES: [CH3:1][O:2][C:3]1[CH:4]=[C:5]([C:13](=[O:15])[CH3:14])[CH:6]=[C:7]([O:11][CH3:12])[C:8]=1[O:9][CH3:10].[N+:16]([C:19]1[CH:20]=[CH:21][CH:22]=[C:23]2[C:27]=1[NH:26][CH:25]=[C:24]2[CH:28]=O)([O-:18])=[O:17]>>[N+:16]([C:19]1[CH:20]=[CH:21][CH:22]=[C:23]2[C:27]=1[NH:26][CH:25]=[C:24]2/[CH:28]=[CH:14]/[C:13]([C:5]1[CH:6]=[C:7]([O:11][CH3:12])[C:8]([O:9][CH3:10])=[C:3]([O:2][CH3:1])[CH:4]=1)=[O:15])([O-:18])=[O:17]. Procedure details: Substantially the same procedure as in Example 1 was repeated using 3',4',5'-trimethoxyacetophenone (630 mg) and 7-nitroindole-3-carboxaldehyde (552 mg) to give Compound 44 (491 mg). Reactants: C(C)(C)C1=CC=C(CBr)C=C1 (p-isopropylbenzyl bromide), C(CC(=O)OCC)(=O)OCC (Diethyl malonate), [H-].[Na+] (sodium hydride), [H][H] (hydrogen). The solvent is CS(=O)C (DMSO), CS(=O)C (DMSO). Yields the product C(C)(C)C1=CC=C(CC(C(=O)OCC)C(=O)OCC)C=C1 (Diethyl p-isopropylbenzylmalonate). As a reaction SMILES: [C:1]([O:9][CH2:10][CH3:11])(=[O:8])[CH2:2][C:3]([O:5][CH2:6][CH3:7])=[O:4].[H-].[Na+].[H][H].[CH:16]([C:19]1[CH:26]=[CH:25][C:22]([CH2:23]Br)=[CH:21][CH:20]=1)([CH3:18])[CH3:17]>CS(C)=O>[CH:16]([C:19]1[CH:26]=[CH:25][C:22]([CH2:23][CH:2]([C:3]([O:5][CH2:6][CH3:7])=[O:4])[C:1]([O:9][CH2:10][CH3:11])=[O:8])=[CH:21][CH:20]=1)([CH3:18])[CH3:17] |f:1.2|. Reported procedure: Diethyl malonate was added dropwise at 20°-25° C. to a stirred suspension of sodium hydride (1 equi) in dry DMSO. The mixture was stirred until the evolution of hydrogen had ceased (ca. 1 hour), then a solution of p-isopropylbenzyl bromide (1 equiv.) (prepared from p-isopropylbenzyl alcohol and PBr3) in dry DMSO added dropwise with stirring. After stirring at room temperature for 1.5 hours the mixture was heated on the steam bath for 0.5 hour until a clear solution was obtained. The mixture was ... Starting materials: CS(C)=O, Nc1ccc(Cl)cn1, O=[N+]([O-])c1ccccc1F, [K+], [OH-], O. Yields the product O=[N+]([O-])c1ccccc1Nc1ccc(Cl)cn1. As a reaction SMILES: [CH3:22][S:23](=[O:24])[CH3:25].[Cl:13][c:14]1[cH:15][cH:16][c:17]([NH2:20])[n:18][cH:19]1.[F:3][c:4]1[c:5]([N+:10](=[O:11])[O-:12])[cH:6][cH:7][cH:8][cH:9]1.[K+:2].[OH-:1].[OH2:21]>>[c:4]1([NH:20][c:17]2[cH:16][cH:15][c:14]([Cl:13])[cH:19][n:18]2)[c:5]([N+:10](=[O:11])[O-:12])[cH:6][cH:7][cH:8][cH:9]1.